This data is from the Open Reaction Database (ORD), a public repository of structured organic reaction records. The task is: describe an organic reaction: reactants, conditions, products, and yield Starting materials: COC(=O)[C@@H]1[C@@H](CCCC1)N(C(CC1=NS(C2=C(N1)C=CC(=C2)NS(=O)(=O)C)(=O)=O)=O)CC2=CC=C(C=C2)F ((1S,2R)-2-{(4-fluoro-benzyl)-[2-(7-methanesulfonylamino-1,1-dioxo-1,4-dihydro-1λ6-benzo[1,2,4]thiadiazin-3-yl)-acetyl]-amino}-cyclohexanecarboxylic acid methyl ester), [O-]CC.[Na+] (sodium ethoxide). Run in C(C)O (ethanol), C(C)O (ethanol). Run at temperature 60 celsius. The product is FC1=CC=C(CN2C(C(=C([C@H]3CCCC[C@@H]23)O)C2=NS(C3=C(N2)C=CC(=C3)NS(=O)(=O)C)(=O)=O)=O)C=C1 ((4aS,8aR)-N-{3-[1-(4-fluoro-benzyl)-4-hydroxy-2-oxo-1,2,4a,5,6,7,8,8a-octahydro-quinolin-3-yl]-1,1-dioxo-1,4-dihydro-1λ6-benzo[1,2,4]thiadiazin-7-yl}-methanesulfonamide). Yield: 35.2%. As a reaction SMILES: CO[C:3]([C@H:5]1[CH2:10][CH2:9][CH2:8][CH2:7][C@H:6]1[N:11]([CH2:32][C:33]1[CH:38]=[CH:37][C:36]([F:39])=[CH:35][CH:34]=1)[C:12](=[O:31])[CH2:13][C:14]1[NH:19][C:18]2[CH:20]=[CH:21][C:22]([NH:24][S:25]([CH3:28])(=[O:27])=[O:26])=[CH:23][C:17]=2[S:16](=[O:30])(=[O:29])[N:15]=1)=[O:4].[O-]CC.[Na+]>C(O)C>[F:39][C:36]1[CH:35]=[CH:34][C:33]([CH2:32][N:11]2[C@H:6]3[C@H:5]([CH2:10][CH2:9][CH2:8][CH2:7]3)[C:3]([OH:4])=[C:13]([C:14]3[NH:19][C:18]4[CH:20]=[CH:21][C:22]([NH:24][S:25]([CH3:28])(=[O:26])=[O:27])=[CH:23][C:17]=4[S:16](=[O:30])(=[O:29])[N:15]=3)[C:12]2=[O:31])=[CH:38][CH:37]=1 |f:1.2|. Reported procedure: The crude (1S,2R)-2-{(4-fluoro-benzyl)-[2-(7-methanesulfonylamino-1,1-dioxo-1,4-dihydro-1λ6-benzo[1,2,4]thiadiazin-3-yl)-acetyl]-amino}-cyclohexanecarboxylic acid methyl ester (4.97 mmol) was dissolved in ethanol (50 mL) at 25° C. and a 21% w/w solution of sodium ethoxide in ethanol (2.86 mL) was added. The reaction mixture was heated to 60° C. for 8 h, then was cooled to 25° C. and partitioned between 1.0 M aqueous hydrochloric acid solution (150 mL) and ethyl acetate (2×150 mL). The combined o...